This data is from the Open Reaction Database (ORD), a public repository of structured organic reaction records. The task is: describe an organic reaction: reactants, conditions, products, and yield Reactants: N#Cc1ccc(S(=O)(=O)Cl)cc1, C1CCOC1, NCCO. The product is N#Cc1ccc(S(=O)(=O)NCCO)cc1. Reaction SMILES: [C:1](#[N:2])[c:3]1[cH:4][cH:5][c:6]([S:9](=[O:10])(=[O:11])[Cl:12])[cH:7][cH:8]1.[CH2:17]1[O:18][CH2:19][CH2:20][CH2:21]1.[NH2:13][CH2:14][CH2:15][OH:16]>>[C:1](#[N:2])[c:3]1[cH:4][cH:5][c:6]([S:9](=[O:10])(=[O:11])[NH:13][CH2:14][CH2:15][OH:16])[cH:7][cH:8]1. The reactants are Cl (hydrochloric acid), [BH4-].[Na+] (NaBH4), CO (methanol), O=C1OC2=CC3=C(C=C2C(=C1CC(=O)NC1=C(C=C(C=C1)F)C(F)(F)F)C1=CC=CC=C1)CCC3=O (2-(2,8-dioxo-4-phenyl-2,6,7,8-tetrahydrocyclopenta[g]chromen-3-yl)-N-[4-fluoro-2-(trifluoromethyl)phenyl]-acetamide). Solvent: COCCOC (DME). Run at time 10 minute. Product: FC1=CC(=C(C=C1)NC(CC=1C(OC2=CC3=C(C=C2C1C1=CC=CC=C1)CCC3O)=O)=O)C(F)(F)F (N-[4-fluoro-2-(trifluoromethyl)phenyl]-2-(8-hydroxy-2-oxo-4-phenyl-2,6,7,8-tetrahydrocyclopenta[g]chromen-3-yl)acetamide). Isolated yield 64.4%. As a reaction SMILES: [BH4-].[Na+].[O:3]=[C:4]1[C:13]([CH2:14][C:15]([NH:17][C:18]2[CH:23]=[CH:22][C:21]([F:24])=[CH:20][C:19]=2[C:25]([F:28])([F:27])[F:26])=[O:16])=[C:12]([C:29]2[CH:34]=[CH:33][CH:32]=[CH:31][CH:30]=2)[C:11]2[C:6](=[CH:7][C:8]3[C:37](=[O:38])[CH2:36][CH2:35][C:9]=3[CH:10]=2)[O:5]1.CO.Cl>COCCOC>[F:24][C:21]1[CH:22]=[CH:23][C:18]([NH:17][C:15](=[O:16])[CH2:14][C:13]2[C:4](=[O:3])[O:5][C:6]3[C:11]([C:12]=2[C:29]2[CH:34]=[CH:33][CH:32]=[CH:31][CH:30]=2)=[CH:10][C:9]2[CH2:35][CH2:36][CH:37]([OH:38])[C:8]=2[CH:7]=3)=[C:19]([C:25]([F:28])([F:26])[F:27])[CH:20]=1 |f:0.1|. Procedure: A suspension of NaBH4 (30 mg) in DME (2 ml) was combined with 2-(2,8-dioxo-4-phenyl-2,6,7,8-tetrahydrocyclopenta[g]chromen-3-yl)-N-[4-fluoro-2-(trifluoromethyl)phenyl]-acetamide (Example 88) (170 mg) with cooling in ice, and further combined with methanol, and stirred at room temperature for 10 minutes. The reaction solution was poured into diluted hydrochloric acid, which was then extracted with ethyl acetate. The extract was washed with water, and then dried over magnesium sulfate, and concent... Yields the product COCC(=O)C(Cl)C(=O)OC. The reactants are COCC(=O)CC(=O)OC, ClCCl, O=S(=O)(Cl)Cl. RXN SMILES: [CH3:1][O:2][CH2:3][C:4]([CH2:5][C:6](=[O:7])[O:8][CH3:9])=[O:10].[Cl:16][CH2:17][Cl:18].[S:11]([Cl:12])(=[O:13])([Cl:14])=[O:15]>>[CH3:1][O:2][CH2:3][C:4]([CH:5]([C:6](=[O:7])[O:8][CH3:9])[Cl:14])=[O:10]. Reported procedure: KOtBu (44.2 g, 394 mmol) is added portionwise to ethanol (200 mL). The mixture is stirred for 30 min at 20° C. to dissolve all KOtBu. Mercapto-acetic acid ethyl ester (47.3 g, 394 mmol) is added and the temperature is maintained at 20° C. This solution is slowly added at 20° C. to a solution of the crude 4-chloro-3-isobutyl-but-3-en-2-one (31.6 g, 197 mmol) in THF (350 mL). The mixture is stirred at rt for 15 h before sodium ethylate (13.4 g, 197 mmol) is added and stirring is continued at reflu... The solvent is C1CCOC1 (THF), C(C)O (ethanol). The product is C(C(C)C)C=1C(=C(SC1)C(=O)O)C (4-isobutyl-3-methyl-thiophene-2-carboxylic acid). RXN SMILES: CC([O-])(C)C.[K+].C([O:9][C:10](=[O:13])[CH2:11][SH:12])C.Cl[CH:15]=[C:16]([CH2:20][CH:21]([CH3:23])[CH3:22])[C:17](=O)[CH3:18].CC[O-].[Na+]>C1COCC1.C(O)C>[CH2:20]([C:16]1[C:17]([CH3:18])=[C:11]([C:10]([OH:9])=[O:13])[S:12][CH:15]=1)[CH:21]([CH3:23])[CH3:22] |f:0.1,4.5|. Starting materials: ClC=C(C(C)=O)CC(C)C (4-chloro-3-isobutyl-but-3-en-2-one), CC[O-].[Na+] (sodium ethylate), CC(C)(C)[O-].[K+] (KOtBu), C(C)OC(CS)=O (Mercapto-acetic acid ethyl ester), CC(C)(C)[O-].[K+] (KOtBu). The yield is 41.0%. Run at temperature 20 celsius, time 30 minute. Reactants: CCSCC(=O)c1ccc(-c2ccccc2F)cc1, CC(=O)O, OO. Product: CCS(=O)CC(=O)c1ccc(-c2ccccc2F)cc1. RXN SMILES: [CH2:3]([CH3:4])[S:5][CH2:6][C:7](=[O:8])[c:9]1[cH:10][cH:11][c:12](-[c:15]2[c:16]([F:21])[cH:17][cH:18][cH:19][cH:20]2)[cH:13][cH:14]1.[CH3:22][C:23](=[O:24])[OH:25].[OH:1][OH:2]>>[O:1]=[S:5]([CH2:3][CH3:4])[CH2:6][C:7](=[O:8])[c:9]1[cH:10][cH:11][c:12](-[c:15]2[c:16]([F:21])[cH:17][cH:18][cH:19][cH:20]2)[cH:13][cH:14]1.